This data is from the Open Reaction Database (ORD), a public repository of structured organic reaction records. The task is: describe an organic reaction: reactants, conditions, products, and yield The reactants are Cl (HCl), 3-(4-chlorobenzol)propyl bromide, C(C1=CC=CC=C1)(=O)NC1CCNCC1 (4-benzamidopiperidine), C(=O)([O-])[O-].[K+].[K+] (K2CO3). The solvent is CC(=O)C (acetone). Yields the product ClC1=CC=C(C(=O)CCCN2CCC(CC2)NC(C2=CC=CC=C2)=O)C=C1 (1-[3-(4-CHLOROBENZOYL)PROPYL]-4-BENZAMIDOPIPERIDINE). RXN SMILES: [C:1]([NH:9][CH:10]1[CH2:15][CH2:14][NH:13][CH2:12][CH2:11]1)(=[O:8])[C:2]1[CH:7]=[CH:6][CH:5]=[CH:4][CH:3]=1.[C:16]([O-:19])([O-])=O.[K+].[K+].[ClH:22]>CC(C)=O>[Cl:22][C:2]1[CH:7]=[CH:6][C:5]([C:16]([CH2:11][CH2:10][CH2:15][N:13]2[CH2:14][CH2:15][CH:10]([NH:9][C:1](=[O:8])[C:2]3[CH:3]=[CH:4][CH:5]=[CH:6][CH:7]=3)[CH2:11][CH2:12]2)=[O:19])=[CH:4][CH:3]=1 |f:1.2.3|. Reported procedure: A mixture of 3-(4-chlorobenzol)propyl bromide (640 mg, 2.45 mmol), 4-benzamidopiperidine (500 mg, 2.45 mmol) and K2CO3 (1.01 g, 7.34 mmol) in 50 ml of acetone was heated at reflux temperature for 48 h. The cooled reaction mixture was filtered to remove the solids, concentrated in vacuo, giving a yellow solid, which was purified by chromatography (MeOH/CHCl3, 5/95). The product (320 mg 33.9%) was isolated as a white powder: 1H NMR δ 1.46 (dq, J1=1.0 Hz, J2=8.4 Hz, 2H), 1.90-2.10 (m, 4H), 2.16 (m,... The product is Fc1ccc(Br)cc1COCCCCCCl. Starting materials: CN(C)C=O, CCOCC, ClCCCCCBr, OCc1cc(Br)ccc1F, [H-], [I-], [Na+], [Na+]. RXN SMILES: [CH3:22][N:23]([CH3:24])[CH:25]=[O:26].[CH3:27][CH2:28][O:29][CH2:30][CH3:31].[Cl:13][CH2:14][CH2:15][CH2:16][CH2:17][CH2:18][Br:19].[F:1][c:2]1[c:3]([CH2:4][OH:5])[cH:6][c:7]([Br:10])[cH:8][cH:9]1.[H-:11].[I-:21].[Na+:12].[Na+:20]>>[F:1][c:2]1[c:3]([CH2:4][O:5][CH2:18][CH2:17][CH2:16][CH2:15][CH2:14][Cl:13])[cH:6][c:7]([Br:10])[cH:8][cH:9]1. The reactants are ClC1=CC(=CC(=N1)NC1CC(CCC1)N)I (N1-(6-chloro-4-iodopyridin-2-yl)cyclohexane-1,3-diamine), CS(=O)(=O)Cl (methanesulfonyl chloride). The solvent is N1=CC=CC=C1 (pyridine). Reaction conditions: time 5 hour. Product: ClC1=CC(=CC(=N1)NC1CC(CCC1)NS(=O)(=O)C)I (N-(3-(6-chloro-4-iodopyridin-2-ylamino)cyclohexyl)methanesulfonamide). RXN SMILES: [Cl:1][C:2]1[N:7]=[C:6]([NH:8][CH:9]2[CH2:14][CH2:13][CH2:12][CH:11]([NH2:15])[CH2:10]2)[CH:5]=[C:4]([I:16])[CH:3]=1.[CH3:17][S:18](Cl)(=[O:20])=[O:19]>N1C=CC=CC=1>[Cl:1][C:2]1[N:7]=[C:6]([NH:8][CH:9]2[CH2:14][CH2:13][CH2:12][CH:11]([NH:15][S:18]([CH3:17])(=[O:20])=[O:19])[CH2:10]2)[CH:5]=[C:4]([I:16])[CH:3]=1. Reported procedure: To a solution of EXAMPLE 11A (100 mg, 0.3 mmol) in pyridine (5 mL) was added methanesulfonyl chloride (50 mg, 0.4 mmol). The mixture was stirred at ambient temperature for 5 h and partitioned between ethyl acetate and brine. The organic phase was washed with brine and concentrated. The residue was purified by flash chromatography on silica gel eluting with ethyl acetate to provide the title compound. Yield: 100 mg (82%). MS (DCI/NH3) m/z 430 (M+H)+. Starting materials: CS(=O)(=O)OC[C@@H]1CN([C@@H](CO1)C)CC1=CC=CC=C1 ([(2S,5R)-5-methyl-4-(phenylmethyl)-2-morpholinyl]methyl methanesulfonate), [I-].[Na+] (sodium iodide). The solvent is CC(=O)C (acetone). The product is IC[C@@H]1CN([C@@H](CO1)C)CC1=CC=CC=C1 ((2S,5R)-2-(Iodomethyl)-5-methyl-4-(phenylmethyl)morpholine). Yield: 66.7%. As a reaction SMILES: CS(O[CH2:6][C@H:7]1[O:12][CH2:11][C@@H:10]([CH3:13])[N:9]([CH2:14][C:15]2[CH:20]=[CH:19][CH:18]=[CH:17][CH:16]=2)[CH2:8]1)(=O)=O.[I-:21].[Na+]>CC(C)=O>[I:21][CH2:6][C@H:7]1[O:12][CH2:11][C@@H:10]([CH3:13])[N:9]([CH2:14][C:15]2[CH:20]=[CH:19][CH:18]=[CH:17][CH:16]=2)[CH2:8]1 |f:1.2|. Procedure details: To a solution of [(2S,5R)-5-methyl-4-(phenylmethyl)-2-morpholinyl]methyl methanesulfonate (8.0 g, 26.7 mmol) in acetone (80 mL) stirred under nitrogen at room temp was added sodium iodide (20.03 g, 134 mmol), and the reaction mixture was stirred at reflux overnight. The reaction was cooled and concentrated under reduced pressure. Then to the residue was added water (50 mL) and CH2Cl2 (60 mL). The layers were separated, and the aqueous layer was extracted with CH2Cl2 (60 mL). The combined organic... Starting materials: CC(=O)Nc1nc(CCCl)cs1, O=C([O-])O, CN(C)C=O, [I-], [K+], c1ccc2c(C3CCNCC3)c[nH]c2c1, [Na+], C1CCOC1. Yields the product CC(=O)Nc1nc(CCN2CCC(c3c[nH]c4ccccc34)CC2)cs1. RXN SMILES: [C:1]([CH3:2])(=[O:3])[NH:4][c:5]1[s:6][cH:7][c:8]([CH2:10][CH2:11][Cl:12])[n:9]1.[C:28](=[O:29])([O-:30])[OH:31].[CH3:40][N:41]([CH3:42])[CH:43]=[O:44].[I-:34].[K+:33].[NH:13]1[CH2:14][CH2:15][CH:16]([c:19]2[cH:20][nH:21][c:22]3[cH:23][cH:24][cH:25][cH:26][c:27]23)[CH2:17][CH2:18]1.[Na+:32].[O:35]1[CH2:36][CH2:37][CH2:38][CH2:39]1>>[C:1]([CH3:2])(=[O:3])[NH:4][c:5]1[s:6][cH:7][c:8]([CH2:10][CH2:11][N:13]2[CH2:14][CH2:15][CH:16]([c:19]3[cH:20][nH:21][c:22]4[cH:23][cH:24][cH:25][cH:26][c:27]34)[CH2:17][CH2:18]2)[n:9]1. Starting materials: COCCCn1c(C2CCCN(C(=O)OC(C)(C)C)C2)nc2ccc(OC)nc21, CCO, Cl. Yields the product COCCCn1c(C2CCCNC2)nc2ccc(OC)nc21. RXN SMILES: [CH3:1][O:2][c:3]1[cH:4][cH:5][c:6]2[c:7]([n:8]1)[n:9]([CH2:25][CH2:26][CH2:27][O:28][CH3:29])[c:10]([CH:12]1[CH2:13][N:14]([C:18]([O:19][C:20]([CH3:21])([CH3:22])[CH3:23])=[O:24])[CH2:15][CH2:16][CH2:17]1)[n:11]2.[CH3:31][CH2:32][OH:33].[ClH:30]>>[CH3:1][O:2][c:3]1[cH:4][cH:5][c:6]2[c:7]([n:8]1)[n:9]([CH2:25][CH2:26][CH2:27][O:28][CH3:29])[c:10]([CH:12]1[CH2:13][NH:14][CH2:15][CH2:16][CH2:17]1)[n:11]2. Reaction SMILES: [CH3:28][CH2:29][OH:30].[CH:1]1([CH2:4][O:5][C:6]([CH:7]([CH2:8][CH:9]([CH3:10])[CH3:11])[c:12]2[c:13]([F:26])[cH:14][c:15]([N+:23]([O-:24])=[O:25])[c:16]([O:18][CH2:19][CH:20]3[CH2:21][CH2:22]3)[cH:17]2)=[O:27])[CH2:2][CH2:3]1>>[CH:1]1([CH2:4][O:5][C:6]([CH:7]([CH2:8][CH:9]([CH3:10])[CH3:11])[c:12]2[c:13]([F:26])[cH:14][c:15]([NH2:23])[c:16]([O:18][CH2:19][CH:20]3[CH2:21][CH2:22]3)[cH:17]2)=[O:27])[CH2:2][CH2:3]1. Starting materials: CCO, CC(C)CC(C(=O)OCC1CC1)c1cc(OCC2CC2)c([N+](=O)[O-])cc1F. Product: CC(C)CC(C(=O)OCC1CC1)c1cc(OCC2CC2)c(N)cc1F.